This data is from the Open Reaction Database (ORD), a public repository of structured organic reaction records. The task is: describe an organic reaction: reactants, conditions, products, and yield The solvent is CCCCCC (hexane), C1CCOC1 (THF), CN(C)P(=O)(N(C)C)N(C)C (HMPA), O (Water), C1CCOC1 (THF). Product: C(C)(C)(C)C1C(=O)OCC1 (α-t-Butyl-γ-butyrolactone). Procedure: A solution of lithium di-isopropylamide, prepared by addition of 8.33 mL (20 mmol) of 2.4 M n-butyllithium in hexane to a 0° C. solution of 3.40 g (20 mmol) of di-isopropylamine in 50 mL of dry THF, is cooled to -78° C. and to it is added dropwise over 30 min a solution of 2.60 g (20 mmol) of methyl t-butylacetate in 50 mL of dry THF. The mixture is stirred at -78° C. for 1 h, then 18.8 g (100 mmol) of 1,2-dibromoethane and 10 mL of HMPA is added all at once. The mixture is stirred for 4 h at -7... Run at temperature -78 celsius, time 1 hour. Reactants: C(C)(C)[N-]C(C)C.[Li+] (lithium di-isopropylamide), C(CCC)[Li] (n-butyllithium), C(C)(C)NC(C)C (di-isopropylamine), [OH-].[Na+] (NaOH), BrCCBr (1,2-dibromoethane), C(C)(C)(C)CC(=O)OC (methyl t-butylacetate). As a reaction SMILES: [CH:1]([N-]C(C)C)(C)C.[Li+].C([Li])CCC.C(NC(C)C)(C)C.[C:21]([CH2:25][C:26]([O:28][CH3:29])=[O:27])([CH3:24])([CH3:23])[CH3:22].BrCCBr.[OH-].[Na+]>CCCCCC.C1COCC1.O.CN(P(N(C)C)(N(C)C)=O)C>[C:21]([CH:25]1[CH2:1][CH2:29][O:28][C:26]1=[O:27])([CH3:24])([CH3:23])[CH3:22] |f:0.1,6.7|. The reactants are COc1cccc(Br)n1, O=C([O-])[O-], CCOC(=O)CC(=O)OCC, CCOC(C)=O, [Cl-], [Cs+], [Cs+], [Cu]I, [NH4+], C1COCCO1, O=C(O)c1ccccn1. Yields the product CCOC(=O)C(C(=O)OCC)c1cccc(OC)n1. RXN SMILES: [Br:1][c:2]1[n:3][c:4]([O:8][CH3:9])[cH:5][cH:6][cH:7]1.[C:19](=[O:20])([O-:21])[O-:22].[C:25]([CH2:26][C:27](=[O:28])[O:29][CH2:30][CH3:31])(=[O:32])[O:33][CH2:34][CH3:35].[CH3:46][CH2:47][O:48][C:49](=[O:50])[CH3:51].[Cl-:36].[Cs+:23].[Cs+:24].[Cu:44][I:45].[NH4+:37].[O:38]1[CH2:39][CH2:40][O:41][CH2:42][CH2:43]1.[c:10]1([C:11]([OH:12])=[O:13])[n:14][cH:15][cH:16][cH:17][cH:18]1>>[c:2]1([CH:26]([C:25](=[O:32])[O:33][CH2:34][CH3:35])[C:27](=[O:28])[O:29][CH2:30][CH3:31])[n:3][c:4]([O:8][CH3:9])[cH:5][cH:6][cH:7]1. Reactants: O (water), CC1=C(C=CC=C1C)O (2,3-dimethylphenol), C([O-])([O-])=O.[K+].[K+] (potassium carbonate), BrC(C(=O)C1=CC=C(C=C1)Br)(C)C (2-bromo-1-(4-bromophenyl)-2-methylpropane-1-one). Run in CS(=O)C (dimethylsulfoxide). Run at temperature 35 celsius, time 24 hour. Product: CC1=C(OC(C(=O)C2=CC=C(C=C2)C)(C)C)C=CC=C1C (2-(2,3-dimethylphenoxy)-2-methyl-1-(4-methylphenyl)propane-1-one). Reaction SMILES: [CH3:1][C:2]1[C:7]([CH3:8])=[CH:6][CH:5]=[CH:4][C:3]=1[OH:9].[C:10](=O)([O-])[O-].[K+].[K+].Br[C:17]([CH3:28])([CH3:27])[C:18]([C:20]1[CH:25]=[CH:24][C:23](Br)=[CH:22][CH:21]=1)=[O:19].O>CS(C)=O>[CH3:1][C:2]1[C:7]([CH3:8])=[CH:6][CH:5]=[CH:4][C:3]=1[O:9][C:17]([CH3:28])([CH3:27])[C:18]([C:20]1[CH:25]=[CH:24][C:23]([CH3:10])=[CH:22][CH:21]=1)=[O:19] |f:1.2.3|. Reported procedure: To a mixture of 2,3-dimethylphenol (12.2 g, 100 mmol) and potassium carbonate (27.4 g, 200 mmol) in dimethylsulfoxide (138 mL) was added 2-bromo-1-(4-bromophenyl)-2-methylpropane-1-one (42.2 g, 175 mmol) at room temperature, and the mixture was warmed to 35° C. The mixture was stirred at the same temperature for 24 hours, poured into cold water (300 mL), and then extracted with diethyl ether. The organic layer was washed with a 4 N aqueous sodium hydroxide solution and a saturated brine, and the... Starting materials: [N+](=O)([O-])C1=CC=C(C=C1)OC(=O)N1C(OCC1C1=CC(=C(C=C1)F)F)=O (4-(3,4-difluorophenyl)-2-oxo-oxazolidine-3-carboxylic acid-4-nitro-phenyl ester), FC=1C=C(C=O)C=C(C1F)F (3,4,5-triflourobenzaldehyde). Yields the product O=C1OC[C@@H](N1C(=O)OC1=CC=C(C=C1)[N+](=O)[O-])C1=CC(=C(C(=C1)F)F)F (4-NITROPHENYL (4S)-2-OXO-4-(3,4,5-TRIFLUOROPHENYL)-1,3-OXAZOLIDINE-3-CARBOXYLATE). As a reaction SMILES: [N+:1]([C:4]1[CH:9]=[CH:8][C:7]([O:10][C:11]([N:13]2[CH:17]([C:18]3[CH:23]=[CH:22][C:21]([F:24])=[C:20]([F:25])[CH:19]=3)[CH2:16][O:15][C:14]2=[O:26])=[O:12])=[CH:6][CH:5]=1)([O-:3])=[O:2].[F:27]C1C=C(C=C(F)C=1F)C=O>>[O:26]=[C:14]1[N:13]([C:11]([O:10][C:7]2[CH:6]=[CH:5][C:4]([N+:1]([O-:3])=[O:2])=[CH:9][CH:8]=2)=[O:12])[C@@H:17]([C:18]2[CH:23]=[C:22]([F:27])[C:21]([F:24])=[C:20]([F:25])[CH:19]=2)[CH2:16][O:15]1. Reported procedure: Following the procedure for the synthesis of 4-(3,4-difluorophenyl)-2-oxo-oxazolidine-3-carboxylic acid-4-nitro-phenyl ester, 3,4,5-triflourobenzaldehyde yielded the desired product. Reactants: C1(=CC=CC=C1)N1N=C2C(=CNC=3C=CC(=NC23)N2CCNCC2)C1=O (2-Phenyl-8-(piperazin-1-yl)-2,5-dihydro-pyrazolo[4,3-c][1,5]naphthyridin-3-one), N1CCCC1 (pyrrolidine). The product is C1(=CC=CC=C1)N1N=C2C(=CNC=3C=CC(=NC23)N2CCCC2)C1=O (2-Phenyl-8-pyrrolidin-1-yl-2,5-dihydro-pyrazolo[4,3-c][1,5]naphthyridin-3-one). RXN SMILES: [C:1]1([N:7]2[C:25](=[O:26])[C:10]3=[CH:11][NH:12][C:13]4[CH:14]=[CH:15][C:16]([N:19]5[CH2:24][CH2:23]N[CH2:21][CH2:20]5)=[N:17][C:18]=4[C:9]3=[N:8]2)[CH:6]=[CH:5][CH:4]=[CH:3][CH:2]=1.N1CCCC1>>[C:1]1([N:7]2[C:25](=[O:26])[C:10]3=[CH:11][NH:12][C:13]4[CH:14]=[CH:15][C:16]([N:19]5[CH2:24][CH2:23][CH2:21][CH2:20]5)=[N:17][C:18]=4[C:9]3=[N:8]2)[CH:2]=[CH:3][CH:4]=[CH:5][CH:6]=1. Procedure: The title compound was prepared following the procedure described for 6a using pyrrolidine instead of piperazine. 1H-NMR (DMSO-d6) δ (ppm): 1.99 (4H, br), 3.49 (4H, br), 6.77 (1H, d, J=9.06 Hz), 7.05 (1H, tt, J=7.41, 0.89 Hz), 7.37 (2H, m), 7.77 (1H, d, J=9.07 Hz), 8.28 (2H, dd, J=7.70, 1.09 Hz), 8.34 (1H, s). m/z 332.4 (MH+). Reactants: OC1=CC=C(C=C1)S (4-hydroxythiophenol), BrCCO (2-bromoethanol), C(=O)([O-])[O-].[K+].[K+] (K2CO3). The solvent is CN(C=O)C (dimethylformamide), ice water. Conditions: time 12 hour. The product is OCCSC1=CC=C(C=C1)O ((a)). Yield: 72.0%. As a reaction SMILES: [OH:1][C:2]1[CH:7]=[CH:6][C:5]([SH:8])=[CH:4][CH:3]=1.Br[CH2:10][CH2:11][OH:12].C([O-])([O-])=O.[K+].[K+]>CN(C)C=O>[OH:12][CH2:11][CH2:10][S:8][C:5]1[CH:6]=[CH:7][C:2]([OH:1])=[CH:3][CH:4]=1 |f:2.3.4|. Procedure: (FIG. 2) (a) (4-(2-hydroxyethylsulfanyl) phenol) was synthesized by a modified literature procedure (pl add ref). 4-hydroxythiophenol (mercaptophenol) (6.00 g, 47.61 mmole), 2-bromoethanol (5.90 g, 47.6 mmol) and K2CO3 (6.6 g, 47.48 mmol) was stirred in dimethylformamide (DMF, 50 ml) at −5° C. for 30 minutes. The reaction mixture was then stirred for 12 hours at room temperature. The reaction mixture was poured in ice water (300 ml) and extracted with dichloromethane (DCM) (3×50 ml). The organic... The product is c1ccc(COc2ccc3nc(Oc4ccccc4)ccc3c2)cc1. Reactants: CCCC[N+](CCCC)(CCCC)CCCC, Cc1ccccc1, Clc1ccc2cc(OCc3ccccc3)ccc2n1, [Na+], [OH-], O, Oc1ccccc1. Reaction SMILES: [CH2:29]([N+:30]([CH2:31][CH2:32][CH2:33][CH3:34])([CH2:35][CH2:36][CH2:37][CH3:38])[CH2:39][CH2:40][CH2:41][CH3:42])[CH2:43][CH2:44][CH3:45].[CH3:47][c:48]1[cH:49][cH:50][cH:51][cH:52][cH:53]1.[Cl:10][c:11]1[cH:12][cH:13][c:14]2[cH:15][c:16]([O:17][CH2:18][c:19]3[cH:20][cH:21][cH:22][cH:23][cH:24]3)[cH:25][cH:26][c:27]2[n:28]1.[Na+:2].[OH-:1].[OH2:46].[OH:3][c:4]1[cH:5][cH:6][cH:7][cH:8][cH:9]1>>[O:3]([c:4]1[cH:5][cH:6][cH:7][cH:8][cH:9]1)[c:11]1[cH:12][cH:13][c:14]2[cH:15][c:16]([O:17][CH2:18][c:19]3[cH:20][cH:21][cH:22][cH:23][cH:24]3)[cH:25][cH:26][c:27]2[n:28]1. Reactants: [H-].[H-].[H-].[H-].[Li+].[Al+3] (LiAlH4), FC1=C(C(C(=O)O)=CC=C1)C(=O)O (3-fluorophtalic acid), O (water), [OH-].[Na+] (sodium hydroxide). Run in C1CCOC1 (THF), C1CCOC1 (THF). Run at time 2 hour. Product: FC1=C(C(=CC=C1)CO)CO (3-Fluorobenzene-1,2-dimethanol). Yield: 77.7%. As a reaction SMILES: [H-].[H-].[H-].[H-].[Li+].[Al+3].[F:7][C:8]1[CH:16]=[CH:15][CH:14]=[C:10]([C:11](O)=[O:12])[C:9]=1[C:17](O)=[O:18].[OH-].[Na+].O>C1COCC1>[F:7][C:8]1[CH:16]=[CH:15][CH:14]=[C:10]([CH2:11][OH:12])[C:9]=1[CH2:17][OH:18] |f:0.1.2.3.4.5,7.8|. Procedure details: To a solution of LiAlH4 (1M in tetrahydrofuran) (54 ml, 54.0 mmol, 2.0 molar equivalents), cooled to −78° C., was added dropwise a solution of 3-fluorophtalic acid (5.0 g, 27.2 mmol, 1 molar equivalent) in THF (25 ml). The reaction mixture was allowed to warm up to room temperature and then stirred at 70° C. for 2 hours. To this resulting solution, cooled at 0° C. was added a 2M sodium hydroxide solution (25 ml) followed by cold water (25 ml) and THF (50ml). The reaction mixture was then further... Starting materials: C(CCC)NC1CC(NC(C1)(C)C)(C)C (4-n-butylamino-2,2,6,6-tetramethylpiperidine), steel, C1CO1 (ethylene oxide), CCC1NC(=O)C2=C(O1)C=CC(=C2)N (A-302), Cl (hydrochloric acid). The solvent is CO (methanol). Run at temperature 150 celsius. Product: C(CCC)N(CCO)C1CC(N(C(C1)(C)C)CCO)(C)C (2-(n-butyl-[1-(2-hydroxyethyl)-2,2,6,6-tetramethylpiperidin-4-yl]amino)ethanol). Yield: 53.0%. Reaction SMILES: [CH2:1]([NH:5][CH:6]1[CH2:11][C:10]([CH3:13])([CH3:12])[NH:9][C:8]([CH3:15])([CH3:14])[CH2:7]1)[CH2:2][CH2:3][CH3:4].CCC1OC2C=CC(N)=C[C:22]=2[C:20](=[O:21])N1.Cl.[CH2:31]1[O:33][CH2:32]1>CO>[CH2:1]([N:5]([CH:6]1[CH2:7][C:8]([CH3:14])([CH3:15])[N:9]([CH2:31][CH2:32][OH:33])[C:10]([CH3:13])([CH3:12])[CH2:11]1)[CH2:22][CH2:20][OH:21])[CH2:2][CH2:3][CH3:4]. Reported procedure: 42.47g (0.20 mol) of 4-n-butylamino-2,2,6,6-tetramethylpiperidine [EP-A-302 020, Example 1, page 4], 3 ml of concentrated hydrochloric acid and 300 ml of methanol are placed in a steel autoclave. The autoclave is blanketed with nitrogen. Then 26.5 g (0.60 mol) of ethylene oxide are introduced under pressure and the whole reaction mixture is heated to 150° C. The pressure is 10 bar. After 30 hours the reaction mixture is cooled to room temperature. Then c. 250 ml of methanol are distilled off and...